This data is from the Open Reaction Database (ORD), a public repository of structured organic reaction records. The task is: describe an organic reaction: reactants, conditions, products, and yield Reactants: FC1=C(C=CC(=C1)NC(=O)C=1C=NNC1)[C@H]1CN(CCO1)C(=O)OC(C)(C)C ((S)-tert-butyl 2-(2-fluoro-4-(1H-pyrazole-4-carboxamido)phenyl)morpholine-4-carboxylate), ClC1=NC=NC(=C1)C(F)(F)F (4-chloro-6-(trifluoromethyl)-pyrimidine). Run in CS(=O)C (DMSO). Conditions: temperature 120 celsius, time 1 hour. Yields the product FC1=C(C=CC(=C1)NC(=O)C=1C=NN(C1)C1=NC=NC(=C1)C(F)(F)F)[C@H]1CN(CCO1)C(=O)OC(C)(C)C ((S)-tert-butyl 2-(2-fluoro-4-(1-(6-(trifluoromethyl)pyrimidin-4-yl)-1H-pyrazole-4-carboxamido)phenyl)morpholine-4-carboxylate). Reaction SMILES: [F:1][C:2]1[CH:7]=[C:6]([NH:8][C:9]([C:11]2[CH:12]=[N:13][NH:14][CH:15]=2)=[O:10])[CH:5]=[CH:4][C:3]=1[C@@H:16]1[O:21][CH2:20][CH2:19][N:18]([C:22]([O:24][C:25]([CH3:28])([CH3:27])[CH3:26])=[O:23])[CH2:17]1.Cl[C:30]1[CH:35]=[C:34]([C:36]([F:39])([F:38])[F:37])[N:33]=[CH:32][N:31]=1>CS(C)=O>[F:1][C:2]1[CH:7]=[C:6]([NH:8][C:9]([C:11]2[CH:12]=[N:13][N:14]([C:30]3[CH:35]=[C:34]([C:36]([F:39])([F:38])[F:37])[N:33]=[CH:32][N:31]=3)[CH:15]=2)=[O:10])[CH:5]=[CH:4][C:3]=1[C@@H:16]1[O:21][CH2:20][CH2:19][N:18]([C:22]([O:24][C:25]([CH3:28])([CH3:27])[CH3:26])=[O:23])[CH2:17]1. Reported procedure: Under N2, (S)-tert-butyl 2-(2-fluoro-4-(1H-pyrazole-4-carboxamido)phenyl)morpholine-4-carboxylate (60 mg, 154 μmol, Eq: 1.00), 4-chloro-6-(trifluoromethyl)-pyrimidine (CAS 37552-81-1) (28 mg, 154 μmol, Eq: 1.00) and were combined in DMSO (2 ml). The orange solution was stirred at 120° C. over 1 hour. Control with TLC: the reaction was finished. At RT, the RM was partitioned between water and EtOAc; extracted; the organic layer was washed with water and brine; dried over MgSO4; filtered; concentr... Yields the product COc1ccc(CN(Cc2ccc(OC)cc2)c2ncc(-c3nc(N4CCOCC4)nc4c3CCN4c3ccc(N4CCOCC4)nc3)cn2)cc1. Starting materials: C1COCCN1, COc1ccc(CN(Cc2ccc(OC)cc2)c2ncc(-c3nc(N4CCOCC4)nc4c3CCN4c3ccc(Cl)nc3)cn2)cc1. Reaction SMILES: [CH2:48]1[CH2:49][O:50][CH2:51][CH2:52][NH:53]1.[Cl:1][c:2]1[cH:3][cH:4][c:5]([N:8]2[CH2:9][CH2:10][c:11]3[c:12]2[n:13][c:14]([N:42]2[CH2:43][CH2:44][O:45][CH2:46][CH2:47]2)[n:15][c:16]3-[c:17]2[cH:18][n:19][c:20]([N:23]([CH2:24][c:25]3[cH:26][cH:27][c:28]([O:31][CH3:32])[cH:29][cH:30]3)[CH2:33][c:34]3[cH:35][cH:36][c:37]([O:40][CH3:41])[cH:38][cH:39]3)[n:21][cH:22]2)[cH:6][n:7]1>>[c:2]1([N:53]2[CH2:48][CH2:49][O:50][CH2:51][CH2:52]2)[cH:3][cH:4][c:5]([N:8]2[CH2:9][CH2:10][c:11]3[c:12]2[n:13][c:14]([N:42]2[CH2:43][CH2:44][O:45][CH2:46][CH2:47]2)[n:15][c:16]3-[c:17]2[cH:18][n:19][c:20]([N:23]([CH2:24][c:25]3[cH:26][cH:27][c:28]([O:31][CH3:32])[cH:29][cH:30]3)[CH2:33][c:34]3[cH:35][cH:36][c:37]([O:40][CH3:41])[cH:38][cH:39]3)[n:21][cH:22]2)[cH:6][n:7]1. Starting materials: [F-].C(CCC)[N+](CCCC)(CCCC)CCCC (Tetrabutylammonium fluoride), O1CCCC1 (tetrahydrofuran), C(C)(C)(C)OC(CCCCCCC[C@@H](\C=C\[C@@H]([C@H](CCCCC)O[Si](C)(C)C(C)(C)C)O[Si](C)(C)C(C)(C)C)O)=O ((9S,12S,13S)-(E)-12,13-di-tert-butyldimethylsiloxy-9-hydroxy-10-octadecaenoic Acid t-butyl Ester). Run in O (water). Reaction conditions: temperature 70 celsius, time 25 minute. The product is C(C)(C)(C)OC(CCCCCCC[C@@H](\C=C\[C@@H]([C@H](CCCCC)O)O)O)=O ((9S,12S,13S)-(E)-9,12,13-trihydroxy-10-octadecaenoic Acid t-butyl Ester). As a reaction SMILES: [F-].C([N+](CCCC)(CCCC)CCCC)CCC.O1CCCC1.[C:24]([O:28][C:29](=[O:64])[CH2:30][CH2:31][CH2:32][CH2:33][CH2:34][CH2:35][CH2:36][C@H:37]([OH:63])/[CH:38]=[CH:39]/[C@H:40]([O:55][Si](C(C)(C)C)(C)C)[C@@H:41]([O:47][Si](C(C)(C)C)(C)C)[CH2:42][CH2:43][CH2:44][CH2:45][CH3:46])([CH3:27])([CH3:26])[CH3:25]>O>[C:24]([O:28][C:29](=[O:64])[CH2:30][CH2:31][CH2:32][CH2:33][CH2:34][CH2:35][CH2:36][C@H:37]([OH:63])/[CH:38]=[CH:39]/[C@H:40]([OH:55])[C@@H:41]([OH:47])[CH2:42][CH2:43][CH2:44][CH2:45][CH3:46])([CH3:25])([CH3:26])[CH3:27] |f:0.1|. Reported procedure: Tetrabutylammonium fluoride (1.0 M tetrahydrofuran solution, 420 μL, 0.416 mmol) was added to a tetrahydrofuran solution (500 μL) of (9S,12S,13S)-(E)-12,13-di-tert-butyldimethylsiloxy-9-hydroxy-10-octadecaenoic acid t-butyl ester (12) (11.6 mg, 0.189 mmol) at room temperature, and the mixture was stirred for 3 hours and 25 minutes. The temperature of the reaction solution was raised to 70° C., and the solution was stirred for 1 hour and 30 minutes. The temperature of the reaction solution was re... The reactants are [Al+3], CC(=O)OC(C)=O, [Cl-], [Cl-], [Cl-], ClCCCl, Cl, Fc1ccc2c(F)cccc2c1. Yields the product CC(=O)c1ccc(F)c2ccc(F)cc12. Reaction SMILES: [Al+3:16].[CH3:17][C:18](=[O:19])[O:20][C:21](=[O:22])[CH3:23].[Cl-:13].[Cl-:14].[Cl-:15].[Cl:25][CH2:26][CH2:27][Cl:28].[ClH:24].[F:1][c:2]1[cH:3][cH:4][cH:5][c:6]2[cH:7][c:8]([F:12])[cH:9][cH:10][c:11]12>>[F:1][c:2]1[cH:3][cH:4][c:5]([C:18]([CH3:17])=[O:19])[c:6]2[cH:7][c:8]([F:12])[cH:9][cH:10][c:11]12.